From a dataset of the Open Reaction Database (ORD), a public repository of structured organic reaction records. describe an organic reaction: reactants, conditions, products, and yield RXN SMILES: [CH2:1]([CH2:2][CH2:3][CH3:4])[c:5]1[n:6]([CH2:18][CH2:19][CH2:20][NH:21][C:22](=[O:23])[O:24][C:25]([CH3:26])([CH3:27])[CH3:28])[c:7]2[c:8]([cH:9][n:10][c:11]3[cH:12][cH:13][cH:14][cH:15][c:16]23)[n:17]1.[CH2:30]1[O:31][CH2:32][CH2:33][O:34][CH2:35]1.[ClH:29]>>[CH2:1]([CH2:2][CH2:3][CH3:4])[c:5]1[n:6]([CH2:18][CH2:19][CH2:20][NH2:21])[c:7]2[c:8]([cH:9][n:10][c:11]3[cH:12][cH:13][cH:14][cH:15][c:16]23)[n:17]1.[ClH:29]. Starting materials: CCCCc1nc2cnc3ccccc3c2n1CCCNC(=O)OC(C)(C)C, C1COCCO1, Cl. Yields the product CCCCc1nc2cnc3ccccc3c2n1CCCN, Cl.